This data is from the Open Reaction Database (ORD), a public repository of structured organic reaction records. The task is: describe an organic reaction: reactants, conditions, products, and yield Starting materials: N1(CCCC2=CC=CC=C12)S(=O)(=O)C1=CC=C(C(=O)O)C=C1 (4-(3,4-dihydroquinolin-1(2H)-ylsulfonyl)benzoic acid), CC1=CC=CC2=C1N=C(S2)N (4-methylbenzo[d]thiazol-2-amine). The product is N1(CCCC2=CC=CC=C12)S(=O)(=O)C1=CC=C(C(=O)NC=2SC3=C(N2)C(=CC=C3)C)C=C1 (4-(3,4-dihydroquinolin-1(2H)-ylsulfonyl)-N-(4-methylbenzo[d]thiazol-2-yl)benzamide). RXN SMILES: [N:1]1([S:11]([C:14]2[CH:22]=[CH:21][C:17]([C:18]([OH:20])=O)=[CH:16][CH:15]=2)(=[O:13])=[O:12])[C:10]2[C:5](=[CH:6][CH:7]=[CH:8][CH:9]=2)[CH2:4][CH2:3][CH2:2]1.[CH3:23][C:24]1[C:29]2[N:30]=[C:31]([NH2:33])[S:32][C:28]=2[CH:27]=[CH:26][CH:25]=1>>[N:1]1([S:11]([C:14]2[CH:15]=[CH:16][C:17]([C:18]([NH:33][C:31]3[S:32][C:28]4[CH:27]=[CH:26][CH:25]=[C:24]([CH3:23])[C:29]=4[N:30]=3)=[O:20])=[CH:21][CH:22]=2)(=[O:12])=[O:13])[C:10]2[C:5](=[CH:6][CH:7]=[CH:8][CH:9]=2)[CH2:4][CH2:3][CH2:2]1. Reported procedure: 4-(3,4-dihydroquinolin-1(2H)-ylsulfonyl)benzoic acid (1) (100 mg, 0.32 mmol) was treated with 4-methylbenzo[d]thiazol-2-amine (44 mg, 0.24 mmol) using method B. The residue was purified using flash chromatography eluting with 0-30% EtOAc in hexanes to give 4-(3,4-dihydroquinolin-1(2H)-ylsulfonyl)-N-(4-methylbenzo[d]thiazol-2-yl)benzamide as a white solid. Yield: 24 mg (21%). 1H-NMR: 8.22 (d, J=8.5 Hz, 2H), 7.84 (d, J=8.0 Hz, 1H), 7.76 (d, J=8.5 Hz, 2H), 7.62 (d, J=8.5 h, 1H), 7.31-7.08 (m, 5H), ... Starting materials: [BH4-], O=Cc1ccc(F)c(Br)c1, CO, [Na+], C1CCOC1. Yields the product OCc1ccc(F)c(Br)c1. Reaction SMILES: [BH4-:11].[Br:1][c:2]1[cH:3][c:4]([CH:5]=[O:6])[cH:7][cH:8][c:9]1[F:10].[CH3:13][OH:14].[Na+:12].[O:15]1[CH2:16][CH2:17][CH2:18][CH2:19]1>>[Br:1][c:2]1[cH:3][c:4]([CH2:5][OH:6])[cH:7][cH:8][c:9]1[F:10].